The task is: describe an organic reaction: reactants, conditions, products, and yield. This data is from the Open Reaction Database (ORD), a public repository of structured organic reaction records. The reactants are C(C)(=O)O (acetic acid), C[O-].[Na+] (sodium methoxide), ClC1=CC=C(C=C1)S(=O)(=O)NCCCCC(CCC(=O)OCC)CCCC=1C=NC=CC1 (ethyl 8-(p-chlorophenylsulfonamido)-4-[3-(3-pyridyl)propyl]-octanoate). Solvent: CO (methanol), CO (methanol). Run at time 40 hour. Product: ClC1=CC=C(C=C1)S(=O)(=O)NCCCCC(CCC(=O)OC)CCCC=1C=NC=CC1 (methyl 8-(p-chlorophenylsulfonamido)-4-[3-(3-pyridyl)propyl]-octanoate), compound. As a reaction SMILES: C[O-].[Na+].[Cl:4][C:5]1[CH:10]=[CH:9][C:8]([S:11]([NH:14][CH2:15][CH2:16][CH2:17][CH2:18][CH:19]([CH2:27][CH2:28][CH2:29][C:30]2[CH:31]=[N:32][CH:33]=[CH:34][CH:35]=2)[CH2:20][CH2:21][C:22]([O:24][CH2:25]C)=[O:23])(=[O:13])=[O:12])=[CH:7][CH:6]=1.C(O)(=O)C>CO>[Cl:4][C:5]1[CH:10]=[CH:9][C:8]([S:11]([NH:14][CH2:15][CH2:16][CH2:17][CH2:18][CH:19]([CH2:27][CH2:28][CH2:29][C:30]2[CH:31]=[N:32][CH:33]=[CH:34][CH:35]=2)[CH2:20][CH2:21][C:22]([O:24][CH3:25])=[O:23])(=[O:12])=[O:13])=[CH:7][CH:6]=1 |f:0.1|. Procedure details: A solution of 130.15 g of sodium methoxide in 2.4 l methanol is added at room temperature to a solution of 5469 g of ethyl 8-(p-chlorophenylsulfonamido)-4-[3-(3-pyridyl)propyl]-octanoate in 52.3 l of methanol. The mixture is stirred for 40 h under nitrogen. Glacial acetic acid (145.5 g) is added and the reaction mixture is evaporated to dryness at 60° and 3 mm Hg (=4.00 mbar). The residue is dissolved in 40 l of ethyl acetate, the solution is washed with dilute sodium bicarbonate solution and th... Reactants: C(C(=O)Cl)(=O)Cl (oxalyl chloride), alcohol, CS(=O)C (DMSO), COC(C1=CN=C(C=C1)NC(=O)OC(C)(C)C)=O (methyl-6-(tert-butoxycarbonylamino)-nicotinate), saturated solution, CC(C)C[AlH]CC(C)C (DIBAL-H). The solvent is C(Cl)Cl (methylene chloride), C(Cl)Cl (methylene chloride), C(C)N(CC)CC (triethylamine), C(Cl)Cl (methylene chloride), C1CCOC1 (THF). Reaction conditions: time 1 hour. The product is C(C)(C)(C)OC(=O)NC1=NC=C(C=C1)C=O (2-(t-Butoxycarbonylamino)-5-pyridinecarboxaldehyde). As a reaction SMILES: C[O:2][C:3](=O)[C:4]1[CH:9]=[CH:8][C:7]([NH:10][C:11]([O:13][C:14]([CH3:17])([CH3:16])[CH3:15])=[O:12])=[N:6][CH:5]=1.CC(C[AlH]CC(C)C)C.C(Cl)(=O)C(Cl)=O.CS(C)=O>C1COCC1.C(Cl)Cl.C(N(CC)CC)C>[C:14]([O:13][C:11]([NH:10][C:7]1[CH:8]=[CH:9][C:4]([CH:3]=[O:2])=[CH:5][N:6]=1)=[O:12])([CH3:17])([CH3:15])[CH3:16]. Reported procedure: To a solution of methyl-6-(tert-butoxycarbonylamino)-nicotinate (2.20 g, 8.72 mmol) in anhydrous THF (50 mL), cooled to -30° C. was added DIBAL-H (1.0M in hexane, 34. 8 mL, 34.8 mmol) dropwise. After 1 h, 40 mL of a saturated solution of Rochelle salts was added and stirred vigorously for 10 h. The volatiles were removed in vacuo and the aqueous layer was extracted with methylene chloride (3×50 mL). The organic layer was washed with water (1×50 mL) and brine (1×50 mL), dried over MgSO4, filtered... Reactants: CC(C)(C)OC(=O)N1CCC(n2cc(C(=O)c3cccc(N)c3)c3c(N)ncnc32)CC1, O=S(=O)(Cl)c1cc(Cl)cc(Cl)c1, c1ccncc1. The product is CC(C)(C)OC(=O)N1CCC(n2cc(C(=O)c3cccc(NS(=O)(=O)c4cc(Cl)cc(Cl)c4)c3)c3c(N)ncnc32)CC1. As a reaction SMILES: [C:13]([CH3:14])([CH3:15])([CH3:16])[O:17][C:18](=[O:19])[N:20]1[CH2:21][CH2:22][CH:23]([n:26]2[cH:27][c:28]([C:36]([c:37]3[cH:38][c:39]([NH2:43])[cH:40][cH:41][cH:42]3)=[O:44])[c:29]3[c:30]2[n:31][cH:32][n:33][c:34]3[NH2:35])[CH2:24][CH2:25]1.[Cl:1][c:2]1[cH:3][c:4]([S:9](=[O:10])(=[O:11])[Cl:12])[cH:5][c:6]([Cl:8])[cH:7]1.[cH:45]1[cH:46][cH:47][n:48][cH:49][cH:50]1>>[Cl:1][c:2]1[cH:3][c:4]([S:9](=[O:10])(=[O:11])[NH:43][c:39]2[cH:38][c:37]([C:36]([c:28]3[cH:27][n:26]([CH:23]4[CH2:22][CH2:21][N:20]([C:18]([O:17][C:13]([CH3:14])([CH3:15])[CH3:16])=[O:19])[CH2:25][CH2:24]4)[c:30]4[c:29]3[c:34]([NH2:35])[n:33][cH:32][n:31]4)=[O:44])[cH:42][cH:41][cH:40]2)[cH:5][c:6]([Cl:8])[cH:7]1. Reactants: CC=1C=C(C=CC1C)SCCCCOC=1C=CC2=C(C(OC(N2)=O)(C)C)C1 (6-[4-(3,4-dimethyl-phenylmercapto)-butoxy]-4,4-dimethyl-4H-3,1-benzoxazin-2-one), OO (hydrogen peroxide). The product is CC=1C=C(C=CC1C)S(=O)CCCCOC=1C=CC2=C(C(OC(N2)=O)(C)C)C1 (6-[4-(3,4-Dimethyl-phenylsulfinyl)-butoxy]-4,4-dimethyl-4H-3,1-benzoxazin-2-one). RXN SMILES: [CH3:1][C:2]1[CH:3]=[C:4]([S:9][CH2:10][CH2:11][CH2:12][CH2:13][O:14][C:15]2[CH:16]=[CH:17][C:18]3[NH:23][C:22](=[O:24])[O:21][C:20]([CH3:26])([CH3:25])[C:19]=3[CH:27]=2)[CH:5]=[CH:6][C:7]=1[CH3:8].[OH:28]O>>[CH3:1][C:2]1[CH:3]=[C:4]([S:9]([CH2:10][CH2:11][CH2:12][CH2:13][O:14][C:15]2[CH:16]=[CH:17][C:18]3[NH:23][C:22](=[O:24])[O:21][C:20]([CH3:25])([CH3:26])[C:19]=3[CH:27]=2)=[O:28])[CH:5]=[CH:6][C:7]=1[CH3:8]. Reported procedure: Prepared analogously to Example 2 from 6-[4-(3,4-dimethyl-phenylmercapto)-butoxy]-4,4-dimethyl-4H-3,1-benzoxazin-2-one and hydrogen peroxide. Starting materials: S(=O)(Cl)Cl (thionyl chloride), CC1=C(C(=CC=C1)C)N(C(C)=O)CC(C)O (1[N-(2,6-dimethylphenyl)-acetamido]-2-propanol). Run in C1=CC=CC=C1 (benzene). The product is CC1=C(C(=CC=C1)C)N(C(C)=O)CC(C)Cl (1-[N-(2,6-dimethylphenyl)-acetamido]-2-chloro-propane). Isolated yield 81.9%. As a reaction SMILES: S(Cl)([Cl:3])=O.[CH3:5][C:6]1[CH:11]=[CH:10][CH:9]=[C:8]([CH3:12])[C:7]=1[N:13]([CH2:17][CH:18](O)[CH3:19])[C:14](=[O:16])[CH3:15]>C1C=CC=CC=1>[CH3:5][C:6]1[CH:11]=[CH:10][CH:9]=[C:8]([CH3:12])[C:7]=1[N:13]([CH2:17][CH:18]([Cl:3])[CH3:19])[C:14](=[O:16])[CH3:15]. Reported procedure: 6.5 ml (10.76 g, 90.4 mmoles) of thionyl chloride are added dropwise, within 20 minutes, to a solution of 20 g (90.4 mmoles) of 1[N-(2,6-dimethylphenyl)-acetamido]-2-propanol in 200 ml of benzene, and the mixture is boiled until the gas evolution ceases (for about 0.25 hours). The mixture is cooled, the solvent is evaporated under reduced pressure, and the oily residue is distilled under reduced pressure. 17.75 g (81.9%) of 1-[N-(2,6-dimethylphenyl)-acetamido]-2-chloro-propane are obtained; b.p.... The reactants are CCO, C#CCOc1ccc2c(C)cc(=O)oc2c1C(C)=O, O=Cc1ccc(F)cc1, [K+], [OH-], O. Yields the product C#CCOc1ccc2c(C)cc(=O)oc2c1C(=O)C=Cc1ccc(F)cc1. As a reaction SMILES: [CH3:31][CH2:32][OH:33].[CH3:3][c:4]1[cH:5][c:6](=[O:21])[o:7][c:8]2[c:9]([C:18]([CH3:19])=[O:20])[c:10]([O:14][CH2:15][C:16]#[CH:17])[cH:11][cH:12][c:13]12.[F:22][c:23]1[cH:24][cH:25][c:26]([CH:27]=[O:28])[cH:29][cH:30]1.[K+:2].[OH-:1].[OH2:34]>>[CH3:3][c:4]1[cH:5][c:6](=[O:21])[o:7][c:8]2[c:9]([C:18]([CH:19]=[CH:27][c:26]3[cH:25][cH:24][c:23]([F:22])[cH:30][cH:29]3)=[O:20])[c:10]([O:14][CH2:15][C:16]#[CH:17])[cH:11][cH:12][c:13]12. The reactants are NC=1N=NN(N1)CC#N ((5-amino-tetrazol-2-yl)-acetonitrile), C1=CC=CC=2OC3=CC=CC=C3C(C12)C(=O)Cl (9H-xanthene-9-carbonyl chloride). The product is C(#N)CN1N=C(N=N1)NC(=O)C1C2=CC=CC=C2OC=2C=CC=CC12 (9H-Xanthene-9-carboxylic acid (2-cyanomethyl-2H-tetrazol-5-yl)-amide). Reaction SMILES: [NH2:1][C:2]1[N:3]=[N:4][N:5]([CH2:7][C:8]#[N:9])[N:6]=1.[CH:10]1[C:23]2[CH:22]([C:24](Cl)=[O:25])[C:21]3[C:16](=[CH:17][CH:18]=[CH:19][CH:20]=3)[O:15][C:14]=2[CH:13]=[CH:12][CH:11]=1>>[C:8]([CH2:7][N:5]1[N:4]=[N:3][C:2]([NH:1][C:24]([CH:22]2[C:23]3[CH:10]=[CH:11][CH:12]=[CH:13][C:14]=3[O:15][C:16]3[C:21]2=[CH:20][CH:19]=[CH:18][CH:17]=3)=[O:25])=[N:6]1)#[N:9]. Procedure details: The title compound, white solid, m.p. 204-205° and MS: m/e=333.2 (M++H) was prepared in accordance with the general method of example 1 from (5-amino-tetrazol-2-yl)-acetonitrile and 9H-xanthene-9-carbonyl chloride. Reactants: C([C@@H](O)[C@H](O)C(=O)OC)(=O)OC(C1=CC=CC=C1)C1=CC=CC=C1 (diphenylmethyl methyl D-tartarate), C(OCC)(OCC)OCC (triethyl orthoformate). The solvent is C1(=CC=CC=C1)C (toluene). Product: C(C)OC1O[C@@H]([C@H](O1)C(=O)OC)C(=O)OC(C1=CC=CC=C1)C1=CC=CC=C1 (5-diphenylmethyl 4-methyl (2RS,4S,5S)-2-ethoxy-1,3-dioxolane-4,5-dicarboxylate). Reaction SMILES: [C:1]([O:11][CH:12]([C:19]1[CH:24]=[CH:23][CH:22]=[CH:21][CH:20]=1)[C:13]1[CH:18]=[CH:17][CH:16]=[CH:15][CH:14]=1)(=[O:10])[C@H:2]([C@@H:4]([C:6]([O:8][CH3:9])=[O:7])[OH:5])[OH:3].[CH:25](OCC)(OCC)[O:26][CH2:27][CH3:28]>C1(C)C=CC=CC=1>[CH2:27]([O:26][CH:25]1[O:5][C@H:4]([C:6]([O:8][CH3:9])=[O:7])[C@@H:2]([C:1]([O:11][CH:12]([C:13]2[CH:14]=[CH:15][CH:16]=[CH:17][CH:18]=2)[C:19]2[CH:24]=[CH:23][CH:22]=[CH:21][CH:20]=2)=[O:10])[O:3]1)[CH3:28]. Reported procedure: 400 mg of diphenylmethyl methyl D-tartarate was dissolved in 7 ml of toluene, and a catalytic amount of Amberlyst 15 and 1 ml of triethyl orthoformate were added, followed by refluxing under heating for one hour. Amberlyst was filtered off. Then, the filtrate was extracted by an addition of water and ethyl acetate. The organic layer was washed with a saturated sodium hydrogen carbonate aqueous solution and a saturated sodium chloride aqueous solution and then, dried over anhydrous magnesium sulf... Reactants: Cl.Cl.ClC1=C(C=C(C(=O)OC)C=C1N)N (methyl 4-chloro-3,5-diaminobenzoate dihydrochloride), COCC(=O)Cl (methoxyacetyl chloride). Run in N1=CC=CC=C1 (pyridine). Reaction conditions: time 1.5 hour. Yields the product COCC(=O)NC=1C=C(C(=O)OC)C=C(C1Cl)NC(COC)=O (methyl 3,5-bis(methoxyacetylamino)-4-chlorobenzoate). Reaction SMILES: Cl.Cl.[Cl:3][C:4]1[C:13]([NH2:14])=[CH:12][C:7]([C:8]([O:10][CH3:11])=[O:9])=[CH:6][C:5]=1[NH2:15].[CH3:16][O:17][CH2:18][C:19](Cl)=[O:20]>N1C=CC=CC=1>[CH3:16][O:17][CH2:18][C:19]([NH:14][C:13]1[CH:12]=[C:7]([CH:6]=[C:5]([NH:15][C:19](=[O:20])[CH2:18][O:17][CH3:16])[C:4]=1[Cl:3])[C:8]([O:10][CH3:11])=[O:9])=[O:20] |f:0.1.2|. Reported procedure: To a solution of methyl 4-chloro-3,5-diaminobenzoate dihydrochloride (1.1 g) in pyridine (20 ml) is added dropwise methoxyacetyl chloride (0.8 ml) at room temperature. The mixture is stirred at room temperature for 1.5 hour, and thereafter, pyridine is distilled off under reduced pressure. To the residue is added water, and the resulting solid substance is separated by filtration and washed with water. The resulting crude crystals are recrystallized from ethanol to give the title compound (1.1 g...